Dataset: the Open Reaction Database (ORD), a public repository of structured organic reaction records. Task: describe an organic reaction: reactants, conditions, products, and yield The reactants are CC(C)C[AlH]CC(C)C (DIBAL), C1CCOC1 (THF), COC1=CC=C(CN2C(C3=CC=C(C=C3CC2)C2(CC2)C#N)=O)C=C1 (1-[2-(4-Methoxy-benzyl)-1-oxo-1,2,3,4-tetrahydro-isoquinolin-6-yl]-cyclopropanecarbonitrile). The solvent is ClCCl (dichloromethane), C1(=CC=CC=C1)C (toluene). Reaction conditions: temperature -50 celsius, time 1 hour. Yields the product COC1=CC=C(CN2C(C3=CC=C(C=C3CC2)C2(CC2)C=O)=O)C=C1 (1-[2-(4-Methoxy-benzyl)-1-oxo-1,2,3,4-tetrahydro-isoquinolin-6-yl]-cyclopropanecarbaldehyde). As a reaction SMILES: [CH3:1][O:2][C:3]1[CH:25]=[CH:24][C:6]([CH2:7][N:8]2[CH2:17][CH2:16][C:15]3[C:10](=[CH:11][CH:12]=[C:13]([C:18]4([C:21]#N)[CH2:20][CH2:19]4)[CH:14]=3)[C:9]2=[O:23])=[CH:5][CH:4]=1.CC(C[AlH]CC(C)C)C.C1C[O:38]CC1>ClCCl.C1(C)C=CC=CC=1>[CH3:1][O:2][C:3]1[CH:25]=[CH:24][C:6]([CH2:7][N:8]2[CH2:17][CH2:16][C:15]3[C:10](=[CH:11][CH:12]=[C:13]([C:18]4([CH:21]=[O:38])[CH2:20][CH2:19]4)[CH:14]=3)[C:9]2=[O:23])=[CH:5][CH:4]=1. Reported procedure: To a solution of 722 mg of 1-[2-(4-Methoxy-benzyl)-1-oxo-1,2,3,4-tetrahydro-isoquinolin-6-yl]-cyclopropanecarbonitrile in 3 ml of dichloromethane and 9 ml toluene, cooled at −50° C. was added dropwise 4.8 mL of 1.0 M DIBAL in THF. After stirring 1 hour at −50° C., the reaction was quenched with 5 ml of 1N HCl, left to warm to room temperature and stirred 0.5 hour. Next the mixture was extracted with ethyl acetate and the organic layer was washed with 0.5 N HCl, sodium carbonate 5% solution, and ... Starting materials: C(C)OC1=NC2=C(N1CC1=CC=C(C=C1)C1=C(C=CC=C1)C=1N=NN(N1)C(C1=CC=CC=C1)(C1=CC=CC=C1)C1=CC=CC=C1)C=C(C=C2C)C=2N=C1N(C=CC=C1)C2 (4'-[(2-ethoxy-4-methyl-6-(imidazo[1,2-a]-pyridin-2-yl)-benzimidazol-1-yl)-methyl]-2-(2-triphenylmethyl-tetrazol-5-yl)-biphenyl), [OH-].[Na+] (sodium hydroxide). Run in C(C)O (ethanol). Yields the product C(C)OC1=NC2=C(N1CC1=CC=C(C=C1)C1=C(C=CC=C1)C1=NN=NN1)C=C(C=C2C)C=2N=C1N(C=CC=C1)C2 (4'-[(2-Ethoxy-4-methyl-6-(imidazo[1,2-a]pyridin-2-yl)-benzimidazol-1-yl)-methyl]-2-(1H-tetrazol-5-yl)-biphenyl). Reaction SMILES: [CH2:1]([O:3][C:4]1[N:8]([CH2:9][C:10]2[CH:15]=[CH:14][C:13]([C:16]3[CH:21]=[CH:20][CH:19]=[CH:18][C:17]=3[C:22]3[N:23]=[N:24][N:25](C(C4C=CC=CC=4)(C4C=CC=CC=4)C4C=CC=CC=4)[N:26]=3)=[CH:12][CH:11]=2)[C:7]2[CH:46]=[C:47]([C:51]3[N:52]=[C:53]4[CH:58]=[CH:57][CH:56]=[CH:55][N:54]4[CH:59]=3)[CH:48]=[C:49]([CH3:50])[C:6]=2[N:5]=1)[CH3:2].[OH-].[Na+]>C(O)C>[CH2:1]([O:3][C:4]1[N:8]([CH2:9][C:10]2[CH:15]=[CH:14][C:13]([C:16]3[CH:21]=[CH:20][CH:19]=[CH:18][C:17]=3[C:22]3[NH:23][N:24]=[N:25][N:26]=3)=[CH:12][CH:11]=2)[C:7]2[CH:46]=[C:47]([C:51]3[N:52]=[C:53]4[CH:58]=[CH:57][CH:56]=[CH:55][N:54]4[CH:59]=3)[CH:48]=[C:49]([CH3:50])[C:6]=2[N:5]=1)[CH3:2] |f:1.2|. Procedure: Prepared analogously to Example 213 from 4'-[(2-ethoxy-4-methyl-6-(imidazo[1,2-a]-pyridin-2-yl)-benzimidazol-1-yl)-methyl]-2-(2-triphenylmethyl-tetrazol-5-yl)-biphenyl and sodium hydroxide solution in ethanol. The reactants are C(C)OC(=O)N=C=S (Ethoxycarbonyl isothiocyanate), COC(CCC=1SC(=NN1)N)=O (3-(5-Amino-[1,3,4]thiadiazol-2-yl)-propionic acid methyl ester). Run in ClCCl (dichloromethane). Reaction conditions: time 18 hour. Yields the product N(C(=S)N)C1=NN=C(S1)CCC(=O)O (3-(5-Thioureido-[1,3,4]thiadiazol-2-yl)-propionic acid). Reaction SMILES: C(OC([N:6]=[C:7]=[S:8])=O)C.C[O:10][C:11](=[O:20])[CH2:12][CH2:13][C:14]1[S:15][C:16]([NH2:19])=[N:17][N:18]=1>ClCCl>[NH:19]([C:16]1[S:15][C:14]([CH2:13][CH2:12][C:11]([OH:10])=[O:20])=[N:18][N:17]=1)[C:7]([NH2:6])=[S:8]. Reported procedure: Ethoxycarbonyl isothiocyanate (0.656 ml, 5.61 mmol) is added dropwise to a stirred suspension of 3-(5-amino-[1,3,4]thiadiazol-2-yl)-propionic acid methyl ester (56a) in dichloromethane (30 ml). The reaction is at room temperature for 18 hours. After removing the solvent, aqueous sodium hydroxide (2M, 10 ml) is added and the stirred mixture is heated at reflux for 3 hours. The solution is allowed to cool to room temperature and brought to pH 3 by the addition of 6M aqueous HCl. The titled compoun... Reactants: CC(C)(C)[O-], [Cl-], CC#CCOc1cc(Cl)ncn1, N#CCc1cccc(F)c1F, [K+], [NH4+], C1CCOC1. Product: CC#CCOc1cc(C(C#N)c2cccc(F)c2F)ncn1. Reaction SMILES: [CH3:1][C:2]([CH3:3])([O-:4])[CH3:5].[Cl-:30].[Cl:18][c:19]1[n:20][cH:21][n:22][c:23]([O:25][CH2:26][C:27]#[C:28][CH3:29])[cH:24]1.[F:7][c:8]1[c:9]([CH2:15][C:16]#[N:17])[cH:10][cH:11][cH:12][c:13]1[F:14].[K+:6].[NH4+:31].[O:32]1[CH2:33][CH2:34][CH2:35][CH2:36]1>>[F:7][c:8]1[c:9]([CH:15]([C:16]#[N:17])[c:19]2[n:20][cH:21][n:22][c:23]([O:25][CH2:26][C:27]#[C:28][CH3:29])[cH:24]2)[cH:10][cH:11][cH:12][c:13]1[F:14]. Starting materials: CN(C1=NC(=CC=C1)N)C1CCN(CC1)C (N-methyl-N-(1-methyl-piperidin-4-yl)-pyridine-2,6-diamine), FC1=C(C(=O)Cl)C(=CC(=C1)F)F (2,4,6-trifluorobenzoyl chloride). Solvent: O1CCOCC1 (1,4-dioxane). The product is Cl.FC1=C(C(=O)NC2=NC(=CC=C2)N(C2CCN(CC2)C)C)C(=CC(=C1)F)F (2,4,6-Trifluoro-N-(6-(methyl-(1-methyl-piperidin-4-yl)-amino)-pyridin-2-yl)-benzamide hydrochloride). The yield is 80.3%. As a reaction SMILES: [CH3:1][N:2]([CH:10]1[CH2:15][CH2:14][N:13]([CH3:16])[CH2:12][CH2:11]1)[C:3]1[CH:8]=[CH:7][CH:6]=[C:5]([NH2:9])[N:4]=1.[F:17][C:18]1[CH:26]=[C:25]([F:27])[CH:24]=[C:23]([F:28])[C:19]=1[C:20]([Cl:22])=[O:21]>O1CCOCC1>[ClH:22].[F:17][C:18]1[CH:26]=[C:25]([F:27])[CH:24]=[C:23]([F:28])[C:19]=1[C:20]([NH:9][C:5]1[CH:6]=[CH:7][CH:8]=[C:3]([N:2]([CH3:1])[CH:10]2[CH2:15][CH2:14][N:13]([CH3:16])[CH2:12][CH2:11]2)[N:4]=1)=[O:21] |f:3.4|. Procedure: Prepare according to procedure in Example 66 starting with N-methyl-N-(1-methyl-piperidin-4-yl)-pyridine-2,6-diamine (Preparation 34) (200 mg, 0.907 mmol), 2,4,6-trifluorobenzoyl chloride (130 μL, 0.998 mmol), and 1,4-dioxane (10 mL) to yield 302 mg (80%) of the title compound: mass spectrum (ion spray): m/z=379.2 (M+1); Analysis calc'd for C19H22N4OF3Cl.0.5H2O: C, 53.84; H, 5.47; N, 13.22. Found: C, 54.02; H, 5.32; N, 13.56. mp 302° C. (dec.).